From a dataset of the Open Reaction Database (ORD), a public repository of structured organic reaction records. describe an organic reaction: reactants, conditions, products, and yield The product is C(C)C1=C(C(=CC=C1)C)C1=CC(=CC=C1)COC1=CC=C(C=C1)CCC(=O)O (3-[4-[(2′-ethyl-6′-methylbiphenyl-3-yl)methoxy]phenyl]propanoic acid), crystals. Reported procedure: The title compound was synthesized in the same manner as in Reference Example 230 from methyl 3-(4-hydroxyphenyl)propanoate and (2′-ethyl-6′-methylbiphenyl-3-yl)methanol. colorless crystals (yield 57%). MS (APCI−): 373 (M−H). Yield: 57.0%. Starting materials: OC1=CC=C(C=C1)CCC(=O)OC (methyl 3-(4-hydroxyphenyl)propanoate), C(C)C1=C(C(=CC=C1)C)C1=CC(=CC=C1)CO ((2′-ethyl-6′-methylbiphenyl-3-yl)methanol). As a reaction SMILES: [OH:1][C:2]1[CH:7]=[CH:6][C:5]([CH2:8][CH2:9][C:10]([O:12]C)=[O:11])=[CH:4][CH:3]=1.[CH2:14]([C:16]1[CH:21]=[CH:20][CH:19]=[C:18]([CH3:22])[C:17]=1[C:23]1[CH:28]=[CH:27][CH:26]=[C:25]([CH2:29]O)[CH:24]=1)[CH3:15]>>[CH2:14]([C:16]1[CH:21]=[CH:20][CH:19]=[C:18]([CH3:22])[C:17]=1[C:23]1[CH:28]=[CH:27][CH:26]=[C:25]([CH2:29][O:1][C:2]2[CH:3]=[CH:4][C:5]([CH2:8][CH2:9][C:10]([OH:12])=[O:11])=[CH:6][CH:7]=2)[CH:24]=1)[CH3:15].